This data is from the Open Reaction Database (ORD), a public repository of structured organic reaction records. The task is: describe an organic reaction: reactants, conditions, products, and yield Starting materials: CCOC(C)=O, [K+], NN, CC(C)CC(=O)c1ccccc1N, [OH-], O, O, OCCOCCOCCO. The product is CC(C)CCc1ccccc1N. Reaction SMILES: [CH3:30][CH2:31][O:32][C:33](=[O:34])[CH3:35].[K+:18].[NH2:15][NH2:16].[NH2:1][c:2]1[c:3]([C:8]([CH2:9][CH:10]([CH3:11])[CH3:12])=[O:13])[cH:4][cH:5][cH:6][cH:7]1.[OH-:17].[OH2:14].[OH2:19].[OH:20][CH2:21][CH2:22][O:23][CH2:24][CH2:25][O:26][CH2:27][CH2:28][OH:29]>>[NH2:1][c:2]1[c:3]([CH2:8][CH2:9][CH:10]([CH3:11])[CH3:12])[cH:4][cH:5][cH:6][cH:7]1. Reactants: C(C)(C)(C)OC(=O)N1[C@H](C(C[C@H]1CC)=O)CC1=CC=CC=C1 ((2S,5R)-2-benzyl-5-ethyl-3-oxo-pyrrolidine-1-carboxylic acid tert-butyl ester), FC(C=1C=C(CN)C=C(C1)C(F)(F)F)(F)F (3,5-bis(trifluoromethyl)benzylamine), [BH4-].[Na+] (NaBH4), O (H2O), [BH4-].[Na+] (NaBH4). The reagents and catalysts are CC([O-])C.[Ti+4].CC([O-])C.CC([O-])C.CC([O-])C (titanium(IV) isopropoxide). Solvent: CO (MeOH). Conditions: time 6 hour. Product: C(C)(C)(C)OC(=O)N1[C@H]([C@H](C[C@H]1CC)NCC1=CC(=CC(=C1)C(F)(F)F)C(F)(F)F)CC1=CC=CC=C1 ((2S,3S,5R)-2-benzyl-3-(3,5-bis-trifluoromethyl-benzylamino)-5-ethyl-pyrrolidine-1-carboxylic acid tert-butyl ester). Yield: 128.0%. As a reaction SMILES: [C:1]([O:5][C:6]([N:8]1[C@H:12]([CH2:13][CH3:14])[CH2:11][C:10](=O)[C@@H:9]1[CH2:16][C:17]1[CH:22]=[CH:21][CH:20]=[CH:19][CH:18]=1)=[O:7])([CH3:4])([CH3:3])[CH3:2].[F:23][C:24]([F:38])([F:37])[C:25]1[CH:26]=[C:27]([CH:30]=[C:31]([C:33]([F:36])([F:35])[F:34])[CH:32]=1)[CH2:28][NH2:29].[BH4-].[Na+].O>CO.CC(C)[O-].[Ti+4].CC(C)[O-].CC(C)[O-].CC(C)[O-]>[C:1]([O:5][C:6]([N:8]1[C@H:12]([CH2:13][CH3:14])[CH2:11][C@H:10]([NH:29][CH2:28][C:27]2[CH:30]=[C:31]([C:33]([F:34])([F:35])[F:36])[CH:32]=[C:25]([C:24]([F:23])([F:37])[F:38])[CH:26]=2)[C@@H:9]1[CH2:16][C:17]1[CH:22]=[CH:21][CH:20]=[CH:19][CH:18]=1)=[O:7])([CH3:4])([CH3:3])[CH3:2] |f:2.3,6.7.8.9.10|. Reported procedure: To a solution (2S,5R)-2-benzyl-5-ethyl-3-oxo-pyrrolidine-1-carboxylic acid tert-butyl ester (0.038 mmol; 25.1 mg) and 3,5-bis(trifluoromethyl)benzylamine (0.166 mmol; 40.4 mg) in MeOH (0.4 mL) is added titanium(IV) isopropoxide (0.1 mmol; 28.4 mg). After stirring for 6 hours, NaBH4 (0.125 mmol; 4.8 mg) is added to the reaction mixture at 0° C. After stirring for 1.5 hours at room temperature, another NaBH4 (0.041 mmol; 1.6 mg) is added to the mixture at the same temperature. After stirring for a... Reactants: C1=CC(=CC=C1C(=O)N[C@@H](CCC(=O)O)C(=O)O)NCC2=CN=C3C(=N2)C(=O)N=C(N3)N (folic), C1CCC(CC1)N=C=NC2CCCCC2 (DCC). The solvent is CS(=O)C (DMSO). The product is C(=O)(NC1CCCCC1)NC1CCCCC1 (dicyclohexylurea). As a reaction SMILES: C1C(C(N[C@H](C(O)=O)CCC(O)=O)=[O:8])=CC=C(NCC2N=C3C(N=C(N)NC3=NC=2)=O)C=1.[CH2:33]1[CH2:38][CH2:37][CH:36]([N:39]=[C:40]=[N:41][CH:42]2[CH2:47][CH2:46][CH2:45][CH2:44][CH2:43]2)[CH2:35][CH2:34]1>CS(C)=O>[C:40]([NH:39][CH:36]1[CH2:35][CH2:34][CH2:33][CH2:38][CH2:37]1)([NH:41][CH:42]1[CH2:47][CH2:46][CH2:45][CH2:44][CH2:43]1)=[O:8]. Procedure: The carboxylic acid group of folic add (1.0 g, 2 mmol) dissolved in 20 mL of DMSO was pre-activated with DCC (0.495 g, 2.4 mmol) and NHS (0.463 g 4 mmol) at room temperature (Scheme 2). In the reaction, dicyclohexylurea was formed and removed by filtration. The vacuum-dried precursor polymer was added to the reaction solution. The reaction was kept at room temperature for 48 hours. The resulting solution was placed in a dialysis membrane with a molecular weight cut-off of 2000 and dialyzed again... Product: C(C1=CC=CC=C1)N1CCC(CC1)N(C)C1=NC=NC(=C1)N1CCC2=CC(=CC=C12)S(=O)(=O)C ((1-Benzyl-piperidin-4-yl)-[6-(5-methanesulfonyl-2,3-dihydro-indol-1-yl) -pyrimidin-4-yl]-methyl-amine). Procedure details: A mixture of 7b (0.14 g, 2.1 eq), 6a (0.1 g, 0.3 mmol) and potassium carbonate (0.1 g, 2.2 eq) in 1 mL of DMA was heated up to 90° C. for 48 h then cooled down to room temperature and diluted with DCM (2 mL) and brine (2 mL). The layers were separated and the aqueous extracted with DCM (2×2 mL). The combined extracts were washed with brine (2×50 mL), dried over magnesium sulfate, filtered and evaporated. The residue was diluted with acetonitrile and purified on preparative HPLC to afford 7c. Conditions: temperature 90 celsius. The reactants are C(C1=CC=CC=C1)N1CCC(CC1)NC ((1-Benzyl-piperidin-4-yl)-methyl-amine), ClC1=CC(=NC=N1)N1CCC2=CC(=CC=C12)S(=O)(=O)C (1-(6-Chloro-pyrimidin-4-yl)-5-methanesulfonyl-2,3-dihydro-1H-indole), C([O-])([O-])=O.[K+].[K+] (potassium carbonate). Run in CC(=O)N(C)C (DMA), C(Cl)Cl (DCM), [Cl-].[Na+].O (brine). RXN SMILES: [CH2:1]([N:8]1[CH2:13][CH2:12][CH:11]([NH:14][CH3:15])[CH2:10][CH2:9]1)[C:2]1[CH:7]=[CH:6][CH:5]=[CH:4][CH:3]=1.Cl[C:17]1[N:22]=[CH:21][N:20]=[C:19]([N:23]2[C:31]3[C:26](=[CH:27][C:28]([S:32]([CH3:35])(=[O:34])=[O:33])=[CH:29][CH:30]=3)[CH2:25][CH2:24]2)[CH:18]=1.C(=O)([O-])[O-].[K+].[K+]>CC(N(C)C)=O.C(Cl)Cl.[Cl-].[Na+].O>[CH2:1]([N:8]1[CH2:13][CH2:12][CH:11]([N:14]([C:17]2[CH:18]=[C:19]([N:23]3[C:31]4[C:26](=[CH:27][C:28]([S:32]([CH3:35])(=[O:33])=[O:34])=[CH:29][CH:30]=4)[CH2:25][CH2:24]3)[N:20]=[CH:21][N:22]=2)[CH3:15])[CH2:10][CH2:9]1)[C:2]1[CH:3]=[CH:4][CH:5]=[CH:6][CH:7]=1 |f:2.3.4,7.8.9|. The reactants are NC1=C(C=C(C=N1)\C=1\CCCN(C/C1)C(=O)OC(C)(C)C)C1=NN=NN1C1=C(C(=CC=C1)F)F ((E)-tert-Butyl 5-(6-amino-5-(1-(2,3-difluorophenyl)-1H-tetrazol-5-yl)pyridin-3-yl)-3,4-dihydro-2H-azepine-1(7H)-carboxylate), C(=O)(C(F)(F)F)O (TFA). Solvent: C(Cl)Cl (DCM). Yields the product FC1=C(C=CC=C1F)N1N=NN=C1C=1C(=NC=C(C1)/C/1=C/CNCCC1)N (3-(1-(2,3-difluorophenyl)-1H-tetrazol-5-yl)-5-((E)-2,5,6,7-tetrahydro-1H-azepin-4-yl)pyridin-2-amine). As a reaction SMILES: [NH2:1][C:2]1[N:7]=[CH:6][C:5]([C:8]2[CH2:9][CH2:10][CH2:11][N:12](C(OC(C)(C)C)=O)[CH2:13][CH:14]=2)=[CH:4][C:3]=1[C:22]1[N:26]([C:27]2[CH:32]=[CH:31][CH:30]=[C:29]([F:33])[C:28]=2[F:34])[N:25]=[N:24][N:23]=1.C(O)(C(F)(F)F)=O>C(Cl)Cl>[F:34][C:28]1[C:29]([F:33])=[CH:30][CH:31]=[CH:32][C:27]=1[N:26]1[C:22]([C:3]2[C:2]([NH2:1])=[N:7][CH:6]=[C:5]([C:8]3=[CH:14][CH2:13][NH:12][CH2:11][CH2:10][CH2:9]3)[CH:4]=2)=[N:23][N:24]=[N:25]1. Procedure details: (E)-tert-Butyl 5-(6-amino-5-(1-(2,3-difluorophenyl)-1H-tetrazol-5-yl)pyridin-3-yl)-3,4-dihydro-2H-azepine-1(7H)-carboxylate (14 mg, 29.9 μmol, 1 eq.) was diluted in 1:1 TFA:DCM (1.5 mL) and the mixture stirred at room temperature for 2 hours. The reaction was concentrated and purified by reversed-phase HPLC purification to give 3-(1-(2,3-difluorophenyl)-1H-tetrazol-5-yl)-5-((E)-2,5,6,7-tetrahydro-1H-azepin-4-yl)pyridin-2-amine in quantitative yield; 1H NMR (300 MHz, DMSO-d6): 9.0 (br s, 2H); 8.2... Yields the product COc1cc(Nc2ncnc3[nH]c(-c4ccc(CO)cc4)cc23)ccn1. Reactants: C1CCOC1, COc1cc(N)ccn1, COc1cc([N+](=O)[O-])cc[n+]1[O-], CCOC(C)=O, CO, ClC(Cl)Cl, OCc1ccc(-c2cc3c(Cl)ncnc3[nH]2)cc1, O=C(C=Cc1ccccc1)C=Cc1ccccc1, O=C(C=Cc1ccccc1)C=Cc1ccccc1, O=C(C=Cc1ccccc1)C=Cc1ccccc1, O, [Pd], [Pd]. Reaction SMILES: [CH2:48]1[O:49][CH2:50][CH2:51][CH2:52]1.[CH3:19][O:20][c:21]1[n:22][cH:23][cH:24][c:25]([NH2:27])[cH:26]1.[CH3:28][O:29][c:30]1[cH:31][c:32]([N+:33]([O-:34])=[O:35])[cH:36][cH:37][n+:38]1[O-:39].[CH3:40][CH2:41][O:42][C:43]([CH3:44])=[O:45].[CH3:46][OH:47].[Cl:110][CH:111]([Cl:112])[Cl:113].[Cl:1][c:2]1[c:3]2[c:4]([n:5][cH:6][n:7]1)[nH:8][c:9](-[c:11]1[cH:12][cH:13][c:14]([CH2:17][OH:18])[cH:15][cH:16]1)[cH:10]2.[O:56]=[C:57]([CH:58]=[CH:59][c:60]1[cH:61][cH:62][cH:63][cH:64][cH:65]1)[CH:66]=[CH:67][c:68]1[cH:69][cH:70][cH:71][cH:72][cH:73]1.[O:74]=[C:75]([CH:76]=[CH:77][c:78]1[cH:79][cH:80][cH:81][cH:82][cH:83]1)[CH:84]=[CH:85][c:86]1[cH:87][cH:88][cH:89][cH:90][cH:91]1.[O:92]=[C:93]([CH:94]=[CH:95][c:96]1[cH:97][cH:98][cH:99][cH:100][cH:101]1)[CH:102]=[CH:103][c:104]1[cH:105][cH:106][cH:107][cH:108][cH:109]1.[OH2:53].[Pd:54].[Pd:55]>>[c:2]1([NH:27][c:25]2[cH:24][cH:23][n:22][c:21]([O:20][CH3:19])[cH:26]2)[c:3]2[c:4]([n:5][cH:6][n:7]1)[nH:8][c:9](-[c:11]1[cH:12][cH:13][c:14]([CH2:17][OH:18])[cH:15][cH:16]1)[cH:10]2. The reactants are ClC1=NC(=NC(=N1)Cl)NCCN1CCCCC1 (4,6-dichloro-N-(2-(piperidin-1-yl)ethyl)-1,3,5-triazin-2-amine), N1=C(C=CC=C1)CO (2-pyridinemethanol). Product: ClC1=NC(=NC(=N1)Cl)OCC1=NC=CC=C1 (2,4-dichloro-6-(pyridin-2-ylmethoxy)-1,3,5-triazine). As a reaction SMILES: [Cl:1][C:2]1[N:7]=[C:6]([Cl:8])[N:5]=[C:4](NCCN2CCCCC2)[N:3]=1.[N:18]1[CH:23]=[CH:22][CH:21]=[CH:20][C:19]=1[CH2:24][OH:25]>>[Cl:8][C:6]1[N:7]=[C:2]([Cl:1])[N:3]=[C:4]([O:25][CH2:24][C:19]2[CH:20]=[CH:21][CH:22]=[CH:23][N:18]=2)[N:5]=1. Reported procedure: Following the general procedure A-2, 4,6-dichloro-N-(2-(piperidin-1-yl)ethyl)-1,3,5-triazin-2-amine was coupled with 2-pyridinemethanol with reaction time of 3 h. Purification by column chromatography gave the title compound.